From a dataset of the Open Reaction Database (ORD), a public repository of structured organic reaction records. describe an organic reaction: reactants, conditions, products, and yield The reactants are BrC1C2=CC(=C(C(=C2C2=CC(CCC12CCC)=O)Cl)Cl)OC (9-bromo-5,6-dichloro-7-methoxy-9a-propyl-1,2,9,9a-tetrahydro-3H-fluoren-3-one), COCCO (2-methoxyethanol). Reagents/catalysts: [N+](=O)([O-])[O-].[Ag+] (silver nitrate). Run in O (H2O). The product is ClC1=C2C3=CC(CCC3(C(C2=CC(=C1Cl)OC)O)CCC)=O (5,6-dichloro-9-hydroxy-7-methoxy-9a-propyl-1,2,9,9a-tetrahydro-3H-fluoren-3-one). Reaction SMILES: Br[CH:2]1[C:14]2([CH2:15][CH2:16][CH3:17])[C:9](=[CH:10][C:11](=[O:18])[CH2:12][CH2:13]2)[C:8]2[C:3]1=[CH:4][C:5]([O:21][CH3:22])=[C:6]([Cl:20])[C:7]=2[Cl:19].C[O:24]CCO>O.[N+]([O-])([O-])=O.[Ag+]>[Cl:19][C:7]1[C:6]([Cl:20])=[C:5]([O:21][CH3:22])[CH:4]=[C:3]2[C:8]=1[C:9]1[C:14]([CH2:15][CH2:16][CH3:17])([CH:2]2[OH:24])[CH2:13][CH2:12][C:11](=[O:18])[CH:10]=1 |f:3.4|. Reported procedure: A mixture of 9-bromo-5,6-dichloro-7-methoxy-9a-propyl-1,2,9,9a-tetrahydro-3H-fluoren-3-one (6.29 g, 0.0157 mole) and silver nitrate (7.89 g, 0.047 mol) in 2-methoxyethanol (200 ml) and H2O (100 ml) was heated at reflux for 2 hours, filtered and evaporated to dryness. Chromatography of the residue on silica gel eluted with ethyl acetate-hexane (1:1) gave 1.2 g of 5,6-dichloro-9-hydroxy-7-methoxy-9a-propyl-1,2,9,9a-tetrahydro-3H-fluoren-3-one which melted at 173°-5° C. and was used in Step C witho... The reactants are ClC=1N=C(C2=C(N1)C(N(CC2)C(=O)OC(C)(C)C)CC#N)N2CCOCC2 (Tert-butyl 2-chloro-8-(cyanomethyl)-4-morpholino-5,6-dihydropyrido[3,4-d]pyrimidine-7(8H)-carboxylate), C(C)#N (Acetonitrile), C(C)(=O)[O-].[K+] (Potassium acetate), B(O)O (boronic acid), pinacol ester. Reagents/catalysts: C=1C=CC(=CC1)[P](C=2C=CC=CC2)(C=3C=CC=CC3)[Pd]([P](C=4C=CC=CC4)(C=5C=CC=CC5)C=6C=CC=CC6)([P](C=7C=CC=CC7)(C=8C=CC=CC8)C=9C=CC=CC9)[P](C=1C=CC=CC1)(C=1C=CC=CC1)C=1C=CC=CC1 (Tetrakis(triphenylphosphine)palladium(0)). Run in O (Water), O (water). Reaction conditions: temperature 90 celsius, time 8 hour. The product is C(#N)C[C@H]1N(CCC2=C1N=C(N=C2N2CCOCC2)C2=CC=C(C=C2)NC(=O)NCC)C(=O)OC(C)(C)C ((R)-tert-butyl 8-(cyanomethyl)-2-(4-(3-ethylureido)phenyl)-4-morpholino-5,6-dihydropyrido[3,4-d]pyrimidine-7(8H)-carboxylate). As a reaction SMILES: Cl[C:2]1[N:3]=[C:4]([N:22]2[CH2:27][CH2:26][O:25][CH2:24][CH2:23]2)[C:5]2[CH2:11][CH2:10][N:9]([C:12]([O:14][C:15]([CH3:18])([CH3:17])[CH3:16])=[O:13])[CH:8]([CH2:19][C:20]#[N:21])[C:6]=2[N:7]=1.B(O)O.[C:31]([O-:34])(=O)C.[K+].[C:36](#[N:38])[CH3:37]>O.C1C=CC([P]([Pd]([P](C2C=CC=CC=2)(C2C=CC=CC=2)C2C=CC=CC=2)([P](C2C=CC=CC=2)(C2C=CC=CC=2)C2C=CC=CC=2)[P](C2C=CC=CC=2)(C2C=CC=CC=2)C2C=CC=CC=2)(C2C=CC=CC=2)C2C=CC=CC=2)=CC=1>[C:20]([CH2:19][C@@H:8]1[C:6]2[N:7]=[C:2]([C:8]3[CH:19]=[CH:20][C:36]([NH:38][C:31]([NH:3][CH2:4][CH3:5])=[O:34])=[CH:37][CH:6]=3)[N:3]=[C:4]([N:22]3[CH2:27][CH2:26][O:25][CH2:24][CH2:23]3)[C:5]=2[CH2:11][CH2:10][N:9]1[C:12]([O:14][C:15]([CH3:18])([CH3:17])[CH3:16])=[O:13])#[N:21] |f:2.3,^1:43,45,64,83|. Reported procedure: Step 2—Synthesis of compounds xy1 and xy2: Tert-butyl 2-chloro-8-(cyanomethyl)-4-morpholino-5,6-dihydropyrido[3,4-d]pyrimidine-7(8H)-carboxylate (0.803 g, 0.00204 mol), [4-Ethylureido)phenyl]boronic acid, pinacol ester (0.778 g, 0.00268 mol), Tetrakis(triphenylphosphine)palladium(0) (0.148 g, 0.000128 mol) Sodium carbonate (0.334 g, 0.00315 mol) and Potassium acetate (0.330 g, 0.00336 mol) were combined, nitrogen purged three times, added dry Acetonitrile (17.0 mL, 0.325 mol) followed by deoxyge... Starting materials: C(=O)([O-])[O-].[K+].[K+] (K2CO3), OC1=C(C(=O)OC)C=C(C=C1)S(=O)(=O)N1CCCCC1 (methyl 2-hydroxy-5-(1-piperidinylsulfonyl)benzoate), BrCC1=CC=CC=C1 ((bromomethyl)benzene). The solvent is CC(=O)C (acetone). Yields the product C1(=CC=CC=C1)COC1=C(C(=O)OC)C=C(C=C1)S(=O)(=O)N1CCCCC1 (Methyl 2-[(phenylmethyl)oxy]-5-(1-piperidinylsulfonyl)benzoate). As a reaction SMILES: C([O-])([O-])=O.[K+].[K+].[OH:7][C:8]1[CH:17]=[CH:16][C:15]([S:18]([N:21]2[CH2:26][CH2:25][CH2:24][CH2:23][CH2:22]2)(=[O:20])=[O:19])=[CH:14][C:9]=1[C:10]([O:12][CH3:13])=[O:11].Br[CH2:28][C:29]1[CH:34]=[CH:33][CH:32]=[CH:31][CH:30]=1>CC(C)=O>[C:29]1([CH2:28][O:7][C:8]2[CH:17]=[CH:16][C:15]([S:18]([N:21]3[CH2:26][CH2:25][CH2:24][CH2:23][CH2:22]3)(=[O:20])=[O:19])=[CH:14][C:9]=2[C:10]([O:12][CH3:13])=[O:11])[CH:34]=[CH:33][CH:32]=[CH:31][CH:30]=1 |f:0.1.2|. Procedure details: K2CO3 (203 mg, 1.47 mmol) was added to a stirred solution of methyl 2-hydroxy-5-(1-piperidinylsulfonyl)benzoate (may be prepared as described in Description 67; 400 mg, 1.34 mmol) in acetone (20 ml), followed by the addition of (bromomethyl)benzene (251 mg, 1.47 mmol). The mixture was heated at reflux for 16 h, and then cooled to room temperature. The mixture was filtered, and the filtrate was concentrated to yield the title compound as a colourless oil. 300 mg.